Dataset: the Open Reaction Database (ORD), a public repository of structured organic reaction records. Task: describe an organic reaction: reactants, conditions, products, and yield Yields the product CCCCOCc1ccc(CO)cc1. The reactants are O=C([O-])[O-], CCCCOCc1ccc(CN)cc1, CC(=O)O, CO, [K+], [K+], O=N[O-], [Na+], O. As a reaction SMILES: [C:23](=[O:24])([O-:25])[O-:26].[CH2:1]([CH2:2][CH2:3][CH3:4])[O:5][CH2:6][c:7]1[cH:8][cH:9][c:10]([CH2:11][NH2:12])[cH:13][cH:14]1.[CH3:15][C:16]([OH:17])=[O:18].[CH3:29][OH:30].[K+:27].[K+:28].[N:19]([O-:20])=[O:21].[Na+:22].[OH2:31]>>[CH2:1]([CH2:2][CH2:3][CH3:4])[O:5][CH2:6][c:7]1[cH:8][cH:9][c:10]([CH2:11][OH:17])[cH:13][cH:14]1. The reactants are ClC1=CC=2C=3N(C(NC2C=C1)=O)N=C(N3)C (9-chloro-2-methyl-6H-[1,2,4]triazolo[1,5-c]quinazolin-5-one), BrC1=CC=2C=3N(C(NC2C=C1)=O)N=CN3 (9-bromo-6H-[1,2,4]triazolo[1,5-c]quinazolin-5-one). Product: ClC1=CC(=C(C=C1)N)C=1NN=C(N1)C (4-Chloro-2-(5-methyl-2H-[1,2,4]triazol-3-yl)-phenylamine). The yield is 76.4%. Reaction SMILES: [Cl:1][C:2]1[CH:11]=[CH:10][C:9]2[NH:8]C(=O)[N:6]3[N:13]=[C:14]([CH3:16])[N:15]=[C:5]3[C:4]=2[CH:3]=1.BrC1C=CC2NC(=O)N3N=CN=C3C=2C=1>>[Cl:1][C:2]1[CH:11]=[CH:10][C:9]([NH2:8])=[C:4]([C:5]2[NH:6][N:13]=[C:14]([CH3:16])[N:15]=2)[CH:3]=1. Procedure: As described for example 21c) 9-chloro-2-methyl-6H-[1,2,4]triazolo[1,5-c]quinazolin-5-one (9.67 g, 41.2 mmol), instead of 9-bromo-6H-[1,2,4]triazolo[1,5-c]quinazolin-5-one, was converted to the title compound (6.57 g, 76%) which was obtained as an off-white solid. MS: m/e=209.0 [M+H]+. Reactants: C(C)C=1C(NC2=C(C=CC(=C2C1)O)C)=O (3-ethyl-5-hydroxy-8-methylcarbostyril), ClCC(=C)C (3-chloro-2-methyl-1-propene). Run in C(Cl)(Cl)Cl.CCCCCC (chloroform n-hexane). Product: C(C)C=1C(NC2=C(C=CC(=C2C1)OCC(=C)C)C)=O (3-Ethyl-5-(2-methyl-2-propenyl)oxy-8-methylcarbostyril). The yield is 75.0%. Reaction SMILES: [CH2:1]([C:3]1[C:4](=[O:15])[NH:5][C:6]2[C:11]([CH:12]=1)=[C:10]([OH:13])[CH:9]=[CH:8][C:7]=2[CH3:14])[CH3:2].Cl[CH2:17][C:18]([CH3:20])=[CH2:19]>C(Cl)(Cl)Cl.CCCCCC>[CH2:1]([C:3]1[C:4](=[O:15])[NH:5][C:6]2[C:11]([CH:12]=1)=[C:10]([O:13][CH2:19][C:18]([CH3:20])=[CH2:17])[CH:9]=[CH:8][C:7]=2[CH3:14])[CH3:2] |f:2.3|. Reported procedure: Using 3-ethyl-5-hydroxy-8-methylcarbostyril (0.91 g, 4.87 mmol) and 3-chloro-2-methyl-1-propene (0.485 g, 5.36 mmol), the procedure of Reference Example 31 was followed (reaction, post-treatment, and recrystallization from chloroform-n-hexane) to obtain 0.94 g of the title compound as pale brown crystals (75.1%). Reactants: Cl.Cl.COC=1C=C2CC(C2=CC1OC)CNCCCCCCNCCC1=CC=CC=C1 (N-[(3,4-Dimethoxybicyclo-[4,2,0]-octa-1,3,5-triene-7-yl)methyl]-N'-(2-phenylethyl)-hexane-1,6-diamine dihydrochloride), B(Br)(Br)Br (Boron tribromide), CO (Methanol). Run in ClCCl (dichloromethane). Run at time 3 hour. Product: C1(=CC=CC=C1)CCNCCCCCCNCC1C2=CC(=C(C=C2C1)O)O (7-[6-(2-Phenylethylamino)hexylamino]methylbicyclo[4.2.0]-octa -1,3,5-triene-3,4-diol), dihydrobromide, Br (HBr). RXN SMILES: Cl.Cl.C[O:4][C:5]1[CH:6]=[C:7]2[C:10](=[CH:11][C:12]=1[O:13]C)[CH:9]([CH2:15][NH:16][CH2:17][CH2:18][CH2:19][CH2:20][CH2:21][CH2:22][NH:23][CH2:24][CH2:25][C:26]1[CH:31]=[CH:30][CH:29]=[CH:28][CH:27]=1)[CH2:8]2.B(Br)(Br)[Br:33].CO>ClCCl>[C:26]1([CH2:25][CH2:24][NH:23][CH2:22][CH2:21][CH2:20][CH2:19][CH2:18][CH2:17][NH:16][CH2:15][CH:9]2[CH2:8][C:7]3[C:10]2=[CH:11][C:12]([OH:13])=[C:5]([OH:4])[CH:6]=3)[CH:27]=[CH:28][CH:29]=[CH:30][CH:31]=1.[BrH:33] |f:0.1.2|. Procedure: The product of step (b) (3.25 g) was dissolved in dry dichloromethane (10 ml) and cooled to -78°. Boron tribromide (3.5 ml) was added, and the solution stirred at -78° for 3 hours followed by 2 hours at room temperature. Methanol (about 25 ml) was added, and the mixture reduced to dryness. The resulting white solid was crystallised from dry methanol to give the title compound as the dihydrobromide salt, 2 HBr, m.p 210°-4° (dec). The reactants are C1CNC=C(C=2NC=3C=CC=CC3C21)C(=O)OCCC (n-propyl 1,2,3,6-tetrahydroazepino[4,5-b]indole-5-carboxylate), compound, C(C1=CC=CC=C1)(=O)Cl (benzoyl chloride). The product is C(C1=CC=CC=C1)(=O)N1C=C(C=2NC=3C=CC=CC3C2CC1)C(=O)OCCC (n-Propyl 3-Benzoyl-1,2,3,6-tetrahydroazepino[4,5-b]indole-5-carboxylate). RXN SMILES: [CH2:1]1[C:14]2[C:13]3[CH:12]=[CH:11][CH:10]=[CH:9][C:8]=3[NH:7][C:6]=2[C:5]([C:15]([O:17][CH2:18][CH2:19][CH3:20])=[O:16])=[CH:4][NH:3][CH2:2]1.[C:21](Cl)(=[O:28])[C:22]1[CH:27]=[CH:26][CH:25]=[CH:24][CH:23]=1>>[C:21]([N:3]1[CH2:2][CH2:1][C:14]2[C:13]3[CH:12]=[CH:11][CH:10]=[CH:9][C:8]=3[NH:7][C:6]=2[C:5]([C:15]([O:17][CH2:18][CH2:19][CH3:20])=[O:16])=[CH:4]1)(=[O:28])[C:22]1[CH:27]=[CH:26][CH:25]=[CH:24][CH:23]=1. Procedure details: The title compound was prepared in a manner similar to that described in Example 2A by using n-propyl 1,2,3,6-tetrahydroazepino[4,5-b]indole-5-carboxylate (compound of step A) and benzoyl chloride; 1H-NMR (CDCl3): δ 10.55 (1H, br s), 8.07 (1H, s), 7.52-7.58 (4H, m), 7.47 (2H, m), 7.33 (1H, d), 7.21 (1H, m), 7.12 (1H, m), 4.23 (2H, t), 4.13 (2H, m), 3.28 (2H, m), 1.56 (2H, m), 1.40 (3H, t); MS (ES): 375 (MH+). Reactants: ClC1=CC=C(C=C1)C=1C=C(C=NC1OC1CCC1)C(=O)O (5-(4-chlorophenyl)-6-(cyclobutoxy)-3-pyridinecarboxylic acid), NN1CCC(CC1)O (1-amino-4-piperidinol). Yields the product ClC1=CC=C(C=C1)C=1C=C(C=NC1OC1CCC1)C(=O)NN1CCC(CC1)O (5-(4-Chlorophenyl)-6-cyclobutoxy-N-(4-hydroxypiperidin-1-yl)-3-pyridinecarboxamide). RXN SMILES: [Cl:1][C:2]1[CH:7]=[CH:6][C:5]([C:8]2[CH:9]=[C:10]([C:19](O)=[O:20])[CH:11]=[N:12][C:13]=2[O:14][CH:15]2[CH2:18][CH2:17][CH2:16]2)=[CH:4][CH:3]=1.[NH2:22][N:23]1[CH2:28][CH2:27][CH:26]([OH:29])[CH2:25][CH2:24]1>>[Cl:1][C:2]1[CH:7]=[CH:6][C:5]([C:8]2[CH:9]=[C:10]([C:19]([NH:22][N:23]3[CH2:28][CH2:27][CH:26]([OH:29])[CH2:25][CH2:24]3)=[O:20])[CH:11]=[N:12][C:13]=2[O:14][CH:15]2[CH2:16][CH2:17][CH2:18]2)=[CH:4][CH:3]=1. Procedure: The title compound was synthesized in analogy to Example 1 using 5-(4-chlorophenyl)-6-(cyclobutoxy)-3-pyridinecarboxylic acid and 1-amino-4-piperidinol (CAN 79414-82-7) as starting materials; MS (EI) 402.4 (M+H)+. The reactants are Cl (HCl), BrC1=C(C=CC(=C1)F)CC(=O)O (2-(2-bromo-4-fluorophenyl)acetic acid), B.C1CCOC1 (BH3.THF). Solvent: C1CCOC1 (THF), C1CCOC1 (THF). Conditions: time 3 hour. Product: BrC1=C(C=CC(=C1)F)CCO (2-(2-bromo-4-fluorophenyl)ethanol). Yield: 92.5%. RXN SMILES: [Br:1][C:2]1[CH:7]=[C:6]([F:8])[CH:5]=[CH:4][C:3]=1[CH2:9][C:10](O)=[O:11].B.C1COCC1.Cl>C1COCC1>[Br:1][C:2]1[CH:7]=[C:6]([F:8])[CH:5]=[CH:4][C:3]=1[CH2:9][CH2:10][OH:11] |f:1.2|. Procedure: To a solution of 2-(2-bromo-4-fluorophenyl)acetic acid (2.3 g, 9.87 mmol) in THF (20 mL) at 0° C. was added 1M BH3.THF comples (14.80 mL, 14.80 mmol) in THF and the resulting mixture was stirred at room temp for 3 h. 1N HCl (50 mL) was then added and the mixture was extracted with ethyl acetate (200 mL), washed with brine (50 mL), dried (Na2SO4), filtered and concentrated to afford 2-(2-bromo-4-fluorophenyl)ethanol (2.0 g, 9.13 mmol, 93% yield) as colorless oil. 1H NMR (500 MHz, CDCl3) δ 7.33 (d... Reactants: C1CCOC1, C[Si](C)(C)CCOCn1c(N=[N+]=[N-])nc(Br)c1C(=O)NCc1ccc(Br)c(Oc2cc(Cl)cc(C#N)c2)c1F, [Pd]. Yields the product C[Si](C)(C)CCOCn1c(N)nc(Br)c1C(=O)NCc1ccc(Br)c(Oc2cc(Cl)cc(C#N)c2)c1F. RXN SMILES: [CH2:40]1[O:41][CH2:42][CH2:43][CH2:44]1.[N:1](=[N+:2]=[N-:3])[c:4]1[n:5]([CH2:32][O:33][CH2:34][CH2:35][Si:36]([CH3:37])([CH3:38])[CH3:39])[c:6]([C:10](=[O:11])[NH:12][CH2:13][c:14]2[c:15]([F:31])[c:16]([O:21][c:22]3[cH:23][c:24]([Cl:30])[cH:25][c:26]([C:28]#[N:29])[cH:27]3)[c:17]([Br:20])[cH:18][cH:19]2)[c:7]([Br:9])[n:8]1.[Pd:45]>>[NH2:1][c:4]1[n:5]([CH2:32][O:33][CH2:34][CH2:35][Si:36]([CH3:37])([CH3:38])[CH3:39])[c:6]([C:10](=[O:11])[NH:12][CH2:13][c:14]2[c:15]([F:31])[c:16]([O:21][c:22]3[cH:23][c:24]([Cl:30])[cH:25][c:26]([C:28]#[N:29])[cH:27]3)[c:17]([Br:20])[cH:18][cH:19]2)[c:7]([Br:9])[n:8]1. Reactants: CN(C)Cc1ccccc1Sc1ccc(F)cc1[N+](=O)[O-], Cl[Sn]Cl. Product: CN(C)Cc1ccccc1Sc1ccc(F)cc1N. As a reaction SMILES: [CH3:1][N:2]([CH3:3])[CH2:4][c:5]1[c:6]([S:11][c:12]2[c:13]([N+:19]([O-:20])=[O:21])[cH:14][c:15]([F:18])[cH:16][cH:17]2)[cH:7][cH:8][cH:9][cH:10]1.[Sn:22]([Cl:23])[Cl:24]>>[CH3:1][N:2]([CH3:3])[CH2:4][c:5]1[c:6]([S:11][c:12]2[c:13]([NH2:19])[cH:14][c:15]([F:18])[cH:16][cH:17]2)[cH:7][cH:8][cH:9][cH:10]1.